From a dataset of the Open Reaction Database (ORD), a public repository of structured organic reaction records. describe an organic reaction: reactants, conditions, products, and yield Starting materials: FC1=CC=C(C=C1)CC(=O)Cl (4-Fluorophenylacetylchloride), [S-]C#N.[Na+] (sodium thiocyanate). Solvent: C(C)(=O)OCC (ethyl acetate). Run at time 1.5 hour. The product is FC1=CC=C(C=C1)CC(=O)N=C=S (2-(4-fluorophenyl)ethanoyl isothiocyanate). As a reaction SMILES: [F:1][C:2]1[CH:7]=[CH:6][C:5]([CH2:8][C:9](Cl)=[O:10])=[CH:4][CH:3]=1.[S-:12][C:13]#[N:14].[Na+]>C(OCC)(=O)C>[F:1][C:2]1[CH:7]=[CH:6][C:5]([CH2:8][C:9]([N:14]=[C:13]=[S:12])=[O:10])=[CH:4][CH:3]=1 |f:1.2|. Procedure: 4-Fluorophenylacetylchloride (Aldrich, 0.072 mL, 0.525 mmol, 2.5 eq) was added to a solution of sodium thiocyanate (0.056 g, 0.695 mmol, 3.3 eq) in ethyl acetate (2.0 mL) at room temperature and the reaction mixture was stirred for 1.5 h to afford a solution of 2-(4-fluorophenyl)ethanoyl isothiocyanate (0.263 M). A solution of 4-(2-chloropyridin-4-yloxy)-3-fluorobenzenamine (0.050 g, 0.21 mmol, 1.0 eq) in CH2Cl2 (1.0 mL) was added dropwise to the 2-(4-fluorophenyl)ethanoyl isothiocyanate solutio... Reactants: COC1=Cc2ccccc2Nc2ccccc21, Cl. Product: O=C1Cc2ccccc2Nc2ccccc21. Reaction SMILES: [CH3:1][O:2][C:3]1=[CH:4][c:5]2[c:6]([cH:14][cH:15][cH:16][cH:17]2)[NH:7][c:8]2[c:9]1[cH:10][cH:11][cH:12][cH:13]2.[ClH:18]>>[O:2]=[C:3]1[CH2:4][c:5]2[c:6]([cH:14][cH:15][cH:16][cH:17]2)[NH:7][c:8]2[c:9]1[cH:10][cH:11][cH:12][cH:13]2. The reactants are ClC1=CC=CC=2C(C3=CC=C(C=C3C(C12)=O)Cl)=O (1,7-dichloroanthraquinone), ice water. Reagents/catalysts: [Cu] (Copper). Run in S(O)(O)(=O)=O (sulphuric acid). Conditions: temperature 40 celsius, time 5 hour. Yields the product ClC1=CC=CC=2CC3=CC=C(C=C3C(C12)=O)Cl (1,7-dichloroanthrone). RXN SMILES: [Cl:1][C:2]1[C:15]2[C:14](=[O:16])[C:13]3[C:8](=[CH:9][CH:10]=[C:11]([Cl:17])[CH:12]=3)[C:7](=O)[C:6]=2[CH:5]=[CH:4][CH:3]=1>S(=O)(=O)(O)O.[Cu]>[Cl:1][C:2]1[C:15]2[C:14](=[O:16])[C:13]3[C:8](=[CH:9][CH:10]=[C:11]([Cl:17])[CH:12]=3)[CH2:7][C:6]=2[CH:5]=[CH:4][CH:3]=1. Procedure details: Copper powder (1 g.) is added to 1,7-dichloroanthraquinone (1.25 g.) in concentrated sulphuric acid (10 ml.) and the mixture is stirred at 40°C. for 5 hours then poured into ice-water and extracted with ethyl acetate. The ethyl acetate extract is washed with water and with brine, dried (MgSO4) and evaporated to give 1,7-dichloroanthrone, m.p. 160°-165°C. on recrystallisation from acetic acid. Starting materials: O=C([O-])[O-], Fc1cccc(Cl)c1, [K+], [K+], CN(C)C=O, c1ccc(-c2nc[nH]n2)nc1. The product is Clc1cccc(-n2cnc(-c3ccccn3)n2)c1. RXN SMILES: [C:12](=[O:13])([O-:14])[O-:15].[Cl:18][c:19]1[cH:20][c:21]([F:25])[cH:22][cH:23][cH:24]1.[K+:16].[K+:17].[O:26]=[CH:27][N:28]([CH3:29])[CH3:30].[nH:1]1[n:2][c:3](-[c:6]2[n:7][cH:8][cH:9][cH:10][cH:11]2)[n:4][cH:5]1>>[n:1]1(-[c:21]2[cH:20][c:19]([Cl:18])[cH:24][cH:23][cH:22]2)[n:2][c:3](-[c:6]2[n:7][cH:8][cH:9][cH:10][cH:11]2)[n:4][cH:5]1. Starting materials: C(C1=CC=CC=C1)NC1=C(C=C(C=C1)C(C(CC(=O)O)C)=O)[N+](=O)[O-] (4-(4-Benzylamino-3-nitro-phenyl)-3-methyl-4-oxo-butyric acid), O.NN (hydrazine hydrate), C(C)(=O)O (acetic acid), O.NN (hydrazine hydrate), C(C)(=O)O (acetic acid). Run in C(C)O (ethanol). Run at temperature 100 celsius, time 2 hour. Yields the product C(C1=CC=CC=C1)NC1=C(C=C(C=C1)C=1C(CC(NN1)=O)C)[N+](=O)[O-] (6-(4-Benzylamino-3-nitro-phenyl)-5-methyl-4,5-dihydro-2H-pyridazin-3-one). As a reaction SMILES: [CH2:1]([NH:8][C:9]1[CH:14]=[CH:13][C:12]([C:15](=O)[CH:16]([CH3:21])[CH2:17][C:18](O)=[O:19])=[CH:11][C:10]=1[N+:23]([O-:25])=[O:24])[C:2]1[CH:7]=[CH:6][CH:5]=[CH:4][CH:3]=1.O.[NH2:27][NH2:28].C(O)(=O)C>C(O)C>[CH2:1]([NH:8][C:9]1[CH:14]=[CH:13][C:12]([C:15]2[CH:16]([CH3:21])[CH2:17][C:18](=[O:19])[NH:27][N:28]=2)=[CH:11][C:10]=1[N+:23]([O-:25])=[O:24])[C:2]1[CH:7]=[CH:6][CH:5]=[CH:4][CH:3]=1 |f:1.2|. Reported procedure: 4-(4-Benzylamino-3-nitro-phenyl)-3-methyl-4-oxo-butyric acid E-4.1″ (939 mg; 2.74 mmol) is placed in 7 ml ethanol and treated with hydrazine hydrate (0.16 ml; 3.29 mmol) and acetic acid (78.58 μl; 1.37 mmol). The reaction mixture is heated up to 100° C. for 2 hours. Another portion of hydrazine hydrate (0.08 ml; 1.65 mmol) and 40 μl acetic acid are added and stirred for 2 hours at 100° C. After letting the reaction cooling to RT, the product precipitates. It is filtered off and washed with metha... Reactants: BrC=1C=C(C(N(C1)C)=O)NC1=CC=CC(=N1)N1C[C@H](CCC1)NC(C=C)=O ((S)—N-(1-(6-(5-bromo-1-methyl-2-oxo-1,2-dihydropyridin-3-ylamino)pyridin-2-yl)piperidin-3-yl)acrylamide), C(C)(=O)OCC1=C(C=C(C=C1B1OC(C(O1)(C)C)(C)C)F)N1N=CC=2C=3CCCCC3SC2C1=O ((4-fluoro-2-{6-oxo-8-thia-4,5-diazatricyclo[7.4.0.02,7]trideca-1(9),2(7),3-triene-5-yl}-6-(tetra-methyl-1,3,2-dioxaborolan-2-yl)phenyl)methyl acetate), [O-]P(=O)([O-])[O-].[K+].[K+].[K+] (K3PO4). Reagents/catalysts: C1=CC=C(C=C1)P([C-]2C=CC=C2)C3=CC=CC=C3.C1=CC=C(C=C1)P([C-]2C=CC=C2)C3=CC=CC=C3.Cl[Pd]Cl.[Fe+2] (Pd(dppf)Cl2). The solvent is C(C)#N (acetonitrile), O (water). Conditions: temperature 90 celsius, time 7 hour. Product: FC=1C=C(C(=C(C1)C=1C=C(C(N(C1)C)=O)NC1=CC=CC(=N1)N1C[C@H](CCC1)NC(C=C)=O)COC(C)=O)N1N=CC2=C(C1=O)SC1=C2CCCC1 (N-[(3S)-1-[6-[[5-[5-fluoro-2-(acetoxymethyl)-3-(4-oxo-6,7,8,9-tetrahydrobenzothiopheno[2,3-d]pyridazin-3-yl)phenyl]-1-methyl-2-oxo-3-pyridyl]amino]-2-pyridyl]-3-piperidyl]prop-2-enamide). Isolated yield 33.6%. Reaction SMILES: Br[C:2]1[CH:3]=[C:4]([NH:10][C:11]2[N:16]=[C:15]([N:17]3[CH2:22][CH2:21][CH2:20][C@H:19]([NH:23][C:24](=[O:27])[CH:25]=[CH2:26])[CH2:18]3)[CH:14]=[CH:13][CH:12]=2)[C:5](=[O:9])[N:6]([CH3:8])[CH:7]=1.[C:28]([O:31][CH2:32][C:33]1[C:38](B2OC(C)(C)C(C)(C)O2)=[CH:37][C:36]([F:48])=[CH:35][C:34]=1[N:49]1[C:61](=[O:62])[C:60]2[S:59][C:58]3[CH2:57][CH2:56][CH2:55][CH2:54][C:53]=3[C:52]=2[CH:51]=[N:50]1)(=[O:30])[CH3:29].[O-]P([O-])([O-])=O.[K+].[K+].[K+]>C(#N)C.O.C1C=CC(P(C2C=CC=CC=2)[C-]2C=CC=C2)=CC=1.C1C=CC(P(C2C=CC=CC=2)[C-]2C=CC=C2)=CC=1.Cl[Pd]Cl.[Fe+2]>[F:48][C:36]1[CH:35]=[C:34]([N:49]2[C:61](=[O:62])[C:60]3[S:59][C:58]4[CH2:57][CH2:56][CH2:55][CH2:54][C:53]=4[C:52]=3[CH:51]=[N:50]2)[C:33]([CH2:32][O:31][C:28](=[O:30])[CH3:29])=[C:38]([C:2]2[CH:3]=[C:4]([NH:10][C:11]3[N:16]=[C:15]([N:17]4[CH2:22][CH2:21][CH2:20][C@H:19]([NH:23][C:24](=[O:27])[CH:25]=[CH2:26])[CH2:18]4)[CH:14]=[CH:13][CH:12]=3)[C:5](=[O:9])[N:6]([CH3:8])[CH:7]=2)[CH:37]=1 |f:2.3.4.5,8.9.10.11|. Reported procedure: A mixture of (S)—N-(1-(6-(5-bromo-1-methyl-2-oxo-1,2-dihydropyridin-3-ylamino)pyridin-2-yl)piperidin-3-yl)acrylamide 114f (127 mg, 0.3 mmol), (4-fluoro-2-{6-oxo-8-thia-4,5-diazatricyclo[7.4.0.02,7]trideca-1(9),2(7),3-triene-5-yl}-6-(tetra-methyl-1,3,2-dioxaborolan-2-yl)phenyl)methyl acetate 108c (179 mg, 0.36 mmol), Pd(dppf)Cl2 (23 mg, 0.03 mmol) and K3PO4 (159 mg, 0.75 mmol) in acetonitrile (5 mL) and water (1.0 mL) was stirred at 90° C. under N2 for 7 h. The mixture was filtered and the filtra... Reactants: O (water), [OH-].[Na+] (sodium hydroxide), OC=1NC2=CC=C(C=C2C1C1=NC=C(C=C1)S(=O)(=O)N1CCN(CC1)C)C#N (2-hydroxy-3-{5-[(4-methylpiperazin-1-yl)sulfonyl]pyridin-2-yl}-1H-indole-5-carbonitrile), O (water), Cl (HCl). Product: Cl.OC=1NC2=CC=C(C=C2C1C1=NC=C(C=C1)S(=O)(=O)N1CCN(CC1)C)C(=O)O (2-Hydroxy-3-{5-[(4-methylpiperazin-1-yl)sulfonyl]pyridin-2-yl}-1H-indole-5-carboxylic acid hydrochloride). The yield is 89.0%. RXN SMILES: [OH:1][C:2]1[NH:3][C:4]2[C:9]([C:10]=1[C:11]1[CH:16]=[CH:15][C:14]([S:17]([N:20]3[CH2:25][CH2:24][N:23]([CH3:26])[CH2:22][CH2:21]3)(=[O:19])=[O:18])=[CH:13][N:12]=1)=[CH:8][C:7]([C:27]#N)=[CH:6][CH:5]=2.[OH-:29].[Na+].[ClH:31].[OH2:32]>>[ClH:31].[OH:1][C:2]1[NH:3][C:4]2[C:9]([C:10]=1[C:11]1[CH:16]=[CH:15][C:14]([S:17]([N:20]3[CH2:21][CH2:22][N:23]([CH3:26])[CH2:24][CH2:25]3)(=[O:19])=[O:18])=[CH:13][N:12]=1)=[CH:8][C:7]([C:27]([OH:32])=[O:29])=[CH:6][CH:5]=2 |f:1.2,5.6|. Reported procedure: To a mixture of 2-hydroxy-3-{5-[(4-methylpiperazin-1-yl)sulfonyl]pyridin-2-yl}-1H-indole-5-carbonitrile (0.100 g, 0.25 mmol) in water (2 mL) was added 1 M aqueous sodium hydroxide solution (1.3 mL, 1.3 mmol) followed by water (1 mL) in a microwave vial. The mixture was subjected to microwave irradiation for 15 min at 140° C. The pH was adjusted to 5 with HCl (aq) (2 M). The solid was collected by filtration, washed with diethyl ether, and dried to afford 0.110 g (89% yield) of the title compound...